Dataset: the Open Reaction Database (ORD), a public repository of structured organic reaction records. Task: describe an organic reaction: reactants, conditions, products, and yield Starting materials: COC(=O)C(CNC(=O)OC(C)(C)C)NC(=O)c1sc(C(=O)NCc2ccc(F)c(O)c2)cc1C, ClCCl, O=C(O)C(F)(F)F. Yields the product COC(=O)C(CN)NC(=O)c1sc(C(=O)NCc2ccc(F)c(O)c2)cc1C, O=C(O)C(F)(F)F. As a reaction SMILES: [CH3:1][O:2][C:3]([CH:4]([CH2:5][NH:6][C:7]([O:8][C:9]([CH3:10])([CH3:11])[CH3:12])=[O:13])[NH:14][C:15](=[O:16])[c:17]1[s:18][c:19]([C:23]([NH:24][CH2:25][c:26]2[cH:27][c:28]([OH:33])[c:29]([F:32])[cH:30][cH:31]2)=[O:34])[cH:20][c:21]1[CH3:22])=[O:35].[Cl:43][CH2:44][Cl:45].[F:36][C:37]([C:38](=[O:39])[OH:40])([F:41])[F:42]>>[CH3:1][O:2][C:3]([CH:4]([CH2:5][NH2:6])[NH:14][C:15](=[O:16])[c:17]1[s:18][c:19]([C:23]([NH:24][CH2:25][c:26]2[cH:27][c:28]([OH:33])[c:29]([F:32])[cH:30][cH:31]2)=[O:34])[cH:20][c:21]1[CH3:22])=[O:35].[F:36][C:37]([C:38](=[O:39])[OH:40])([F:41])[F:42]. The reactants are CC(C)c1csc(C=Cc2ccn3c(=O)c(C=CC(=O)OC(C)(C)C)c(N4CCCC(OC=O)C4)nc3c2)n1, CC(C)c1csc(C=Cc2ccn3c(=O)c(C=CC(=O)OC(C)(C)C)c(N4CCCC(O)C4)nc3c2)n1. Product: CC(C)c1csc(C=Cc2ccn3c(=O)c(C=CC(=O)OC(C)(C)C)c(N4CCCC(O)C4)nc3c2)n1. RXN SMILES: [CH:1](=[O:2])[O:3][CH:4]1[CH2:5][N:6]([c:10]2[n:11][c:12]3[n:13]([c:14](=[O:25])[c:15]2[CH:16]=[CH:17][C:18](=[O:19])[O:20][C:21]([CH3:22])([CH3:23])[CH3:24])[cH:26][cH:27][c:28]([CH:30]=[CH:31][c:32]2[s:33][cH:34][c:35]([CH:37]([CH3:38])[CH3:39])[n:36]2)[cH:29]3)[CH2:7][CH2:8][CH2:9]1.[OH:40][CH:41]1[CH2:42][CH2:43][CH2:44][N:45]([c:46]2[n:47][c:48]3[cH:49][c:50]([CH:51]=[CH:52][c:53]4[s:54][cH:55][c:56]([CH:57]([CH3:58])[CH3:59])[n:60]4)[cH:61][cH:62][n:63]3[c:64](=[O:65])[c:66]2[CH:67]=[CH:68][C:69]([O:70][C:71]([CH3:72])([CH3:73])[CH3:74])=[O:75])[CH2:76]1>>[OH:3][CH:4]1[CH2:5][N:6]([c:10]2[n:11][c:12]3[n:13]([c:14](=[O:25])[c:15]2[CH:16]=[CH:17][C:18](=[O:19])[O:20][C:21]([CH3:22])([CH3:23])[CH3:24])[cH:26][cH:27][c:28]([CH:30]=[CH:31][c:32]2[s:33][cH:34][c:35]([CH:37]([CH3:38])[CH3:39])[n:36]2)[cH:29]3)[CH2:7][CH2:8][CH2:9]1. Reactants: CN(C(C1=CC=CC=C1)=O)C (N,N-dimethylbenzamide), CNC (dimethylamine), CN1CCOCC1 (4-methylmorpholine), ClC=1C(N(C(=CC1OCC1=C(C=C(C=C1)F)F)C)CC1=CC=C(C(=O)O)C=C1)=O (4-{[3-chloro-4-[(2,4-difluorobenzyl)oxy]-6-methyl-2-oxopyridin-1(2H)-yl]methyl}benzoic acid), ON1N=NC2=C1C=CC=C2 (1-Hydroxybenzotriazole), Cl.CN(CCCN=C=NCC)C (1-[3-(dimethylamino)propyl]-3-ethylcarbodiimide hydrochloride). Solvent: O (H2O), CN(C=O)C (N,N-dimethylformamide). Run at time 3 hour. Yields the product ClC=1C(N(C(=CC1OCC1=C(C=C(C=C1)F)F)C)CC1=CC=C(C(=O)N(C)C)C=C1)=O (4-{[3-chloro-4-[(2,4-difluorobenzyl)oxy]-6-methyl-2-oxopyridin-1(2H)-yl]methyl}-N,N-dimethylbenzamide). The yield is 78.0%. RXN SMILES: [CH3:1][N:2]([CH3:11])[C:3](=[O:10])[C:4]1[CH:9]=[CH:8][CH:7]=[CH:6][CH:5]=1.[Cl:12][C:13]1[C:14](=[O:40])[N:15]([CH2:30]C2C=CC(C(O)=O)=CC=2)[C:16]([CH3:29])=[CH:17][C:18]=1[O:19][CH2:20][C:21]1[CH:26]=[CH:25][C:24]([F:27])=[CH:23][C:22]=1[F:28].ON1C2C=CC=CC=2N=N1.CN1CCOCC1.CNC.Cl.CN(C)CCCN=C=NCC>CN(C)C=O.O>[Cl:12][C:13]1[C:14](=[O:40])[N:15]([CH2:30][C:7]2[CH:6]=[CH:5][C:4]([C:3]([N:2]([CH3:11])[CH3:1])=[O:10])=[CH:9][CH:8]=2)[C:16]([CH3:29])=[CH:17][C:18]=1[O:19][CH2:20][C:21]1[CH:26]=[CH:25][C:24]([F:27])=[CH:23][C:22]=1[F:28] |f:5.6|. Procedure details: Preparation of 4-{[3-chloro-4-[(2,4-difluorobenzyl)oxy]-6-methyl-2-oxopyridin-1(2H)-yl]methyl}}-N,N-dimethylbenzamide. 4-{[3-chloro-4-[(2,4-difluorobenzyl)oxy]-6-methyl-2-oxopyridin-1(2H)-yl]methyl}benzoic acid (2.00 g, 4.76 mmol) was suspended in N,N-dimethylformamide (20 mL). 1-Hydroxybenzotriazole (0.773 g, 5.72 mmol) was added followed by 4-methylmorpholine (1.57 mL, 14.28 mmol), dimethylamine (7.14 mL, 2.0 M in tetrahydrofuran, 14.28 mmol) and then 1-[3-(dimethylamino)propyl]-3-ethylcarbodi...